From a dataset of the Open Reaction Database (ORD), a public repository of structured organic reaction records. describe an organic reaction: reactants, conditions, products, and yield Starting materials: NC1CCN(CC1)CC(O)C1COC2=C(O1)C=CC=C2 (4-amino-1-[2-(1,4-benzodioxan-2-yl)-2-hydroxy-ethyl]piperidine), COC1=CC=C(C(=O)N=C=O)C=C1 (p-methoxy benzoyl isocyanate). Solvent: [Na] (sodium), C1=CC=CC=C1 (benzene). Run at time 18 hour. The product is COC1=CC=C(C(=O)NC(=O)NC2CCN(CC2)CC(O)C2COC3=C(O2)C=CC=C3)C=C1 (1-p-methoxybenzoyl-3-[1-(2-[1,4-benzodioxan-2-yl]-2-hydroxyethyl)piperid-4-yl]urea). Yield: 15.3%. As a reaction SMILES: [NH2:1][CH:2]1[CH2:7][CH2:6][N:5]([CH2:8][CH:9]([CH:11]2[O:16][C:15]3[CH:17]=[CH:18][CH:19]=[CH:20][C:14]=3[O:13][CH2:12]2)[OH:10])[CH2:4][CH2:3]1.[CH3:21][O:22][C:23]1[CH:33]=[CH:32][C:26]([C:27]([N:29]=[C:30]=[O:31])=[O:28])=[CH:25][CH:24]=1>[Na].C1C=CC=CC=1>[CH3:21][O:22][C:23]1[CH:33]=[CH:32][C:26]([C:27]([NH:29][C:30]([NH:1][CH:2]2[CH2:7][CH2:6][N:5]([CH2:8][CH:9]([CH:11]3[O:16][C:15]4[CH:17]=[CH:18][CH:19]=[CH:20][C:14]=4[O:13][CH2:12]3)[OH:10])[CH2:4][CH2:3]2)=[O:31])=[O:28])=[CH:25][CH:24]=1 |^1:33|. Procedure: Erythro 4-amino-1-[2-(1,4-benzodioxan-2-yl)-2-hydroxy-ethyl]piperidine (2.0 g 0.0072 m)) was dissolved in sodium dried benzene (100 mls). To the stirring solution was added p-methoxy benzoyl isocyanate (1.27 g 0.0072m) in benzene (20 mls) and the solution stirred at room temperature for 18 hours. The solvent was evaporated and the residue heated with isopropyl alcohol. The insoluble solid was filtered off and triturated with hot ethanol, filtered and dried to give the title compound (0.5 g 15%). Reactants: E9, OCC=1C=C(C#N)C=CC1 (3-(hydroxymethyl)benzonitrile), ClC=1C=C2N(C(N1)=O)C[C@H](N2C)C ((R)-7-chloro-1,2-dimethyl-2,3-dihydroimidaz-o[1,2-c]pyrimidin-5(1H)-one). Yields the product CN1[C@@H](CN2C(N=C(C=C21)OCC=2C=C(C#N)C=CC2)=O)C ((R)-3-(((1,2-dimethyl-5-oxo-1,2,3,5-tetrahydroimidazo[1,2-c]pyrimidin-7-yl)oxy)methyl)benzonitrile). Reaction SMILES: [OH:1][CH2:2][C:3]1[CH:4]=[C:5]([CH:8]=[CH:9][CH:10]=1)[C:6]#[N:7].Cl[C:12]1[CH:13]=[C:14]2[N:21]([CH3:22])[C@H:20]([CH3:23])[CH2:19][N:15]2[C:16](=[O:18])[N:17]=1>>[CH3:22][N:21]1[C:14]2[N:15]([C:16](=[O:18])[N:17]=[C:12]([O:1][CH2:2][C:3]3[CH:4]=[C:5]([CH:8]=[CH:9][CH:10]=3)[C:6]#[N:7])[CH:13]=2)[CH2:19][C@H:20]1[CH3:23]. Procedure: The title compound was prepared by a procedure similar to that described for E9 starting from 3-(hydroxymethyl)benzonitrile and (R)-7-chloro-1,2-dimethyl-2,3-dihydroimidaz-o[1,2-c]pyrimidin-5(1H)-one. Reactants: ClC1=CC=C(CC2OC3=C(C2=O)C=CC(=C3)OC)C=C1 (2-(p-chlorobenzyl)-6-methoxy-3(2H)- benzofuranone), C1CCOC1 (THF), C(CCC)[Li] (n-Butyl lithium), N1(CCCCC1)CCOC1=CC=C(C=C1)Br (4-[2-piperidinoethoxy]phenyl bromide), C1CCOC1 (THF), C1CCOC1 (THF). Conditions: temperature -78 celsius, time 30 minute. The product is tertiary alcohol, ClC1=CC=C(CC2(OC3=C(C2C2=CC=C(C=C2)OCCN2CCCCC2)C=CC(=C3)OC)O)C=C1 (2-(p-chlorobenzyl)-3-[p-(2-piperidinoethoxy)phenyl]- 6-methoxybenzofuranol). Reaction SMILES: C([Li])CCC.[N:6]1([CH2:12][CH2:13][O:14][C:15]2[CH:20]=[CH:19][C:18](Br)=[CH:17][CH:16]=2)[CH2:11][CH2:10][CH2:9][CH2:8][CH2:7]1.[Cl:22][C:23]1[CH:41]=[CH:40][C:26]([CH2:27][CH:28]2[C:32](=O)[C:31]3[CH:34]=[CH:35][C:36]([O:38][CH3:39])=[CH:37][C:30]=3[O:29]2)=[CH:25][CH:24]=1.C1C[O:45]CC1>>[Cl:22][C:23]1[CH:41]=[CH:40][C:26]([CH2:27][C:28]2([OH:45])[CH:32]([C:18]3[CH:19]=[CH:20][C:15]([O:14][CH2:13][CH2:12][N:6]4[CH2:11][CH2:10][CH2:9][CH2:8][CH2:7]4)=[CH:16][CH:17]=3)[C:31]3[CH:34]=[CH:35][C:36]([O:38][CH3:39])=[CH:37][C:30]=3[O:29]2)=[CH:25][CH:24]=1. Reported procedure: n-Butyl lithium (5.27 ml, 7.80 mM) in THF was added dropwise to a solution of 4-[2-piperidinoethoxy]phenyl bromide (1.45 g, 7.80 mmol) in THF (5 ml) at -78° C. After stirring for 30 minutes at -78° C., 2-(p-chlorobenzyl)-6-methoxy-3(2H)- benzofuranone (1.50 g, 5.20 mmol) in THF was added dropwise to the mixture at -78° C. The reaction mixture was stirred at -78° C. for 1 hour. It was warmed to room temperature. After stirring for 18 hours, it was quenched with saturated ammonium chloride and THF... The reactants are C[C@@]1(CN2C(O1)=NC(=C2)[N+](=O)[O-])COC2=CC=C(C=C2)N2CCSCC2 ((R)-2-Methyl-6-nitro-2-[4-(thiomorpholin-4-yl)phenoxymethyl]-2,3-dihydroimidazo[2,1-b]oxazole), ClC1=CC(=CC=C1)C(=O)OO (m-chloroperbenzoic acid). Solvent: C(Cl)Cl (methylene chloride), C(Cl)Cl (methylene chloride). Run at time 20 minute. Yields the product C[C@@]1(CN2C(O1)=NC(=C2)[N+](=O)[O-])COC2=CC=C(C=C2)N2CCS(CC2)=O ((R)-2-methyl-6-nitro-2-[4-(1-oxothiomorpholin-4-yl)phenoxymethyl]-2,3-dihydroimidazo[2,1-b]oxazole). Yield: 65.4%. RXN SMILES: [CH3:1][C@@:2]1([CH2:13][O:14][C:15]2[CH:20]=[CH:19][C:18]([N:21]3[CH2:26][CH2:25][S:24][CH2:23][CH2:22]3)=[CH:17][CH:16]=2)[O:6][C:5]2=[N:7][C:8]([N+:10]([O-:12])=[O:11])=[CH:9][N:4]2[CH2:3]1.ClC1C=CC=C(C(OO)=[O:35])C=1>C(Cl)Cl>[CH3:1][C@@:2]1([CH2:13][O:14][C:15]2[CH:16]=[CH:17][C:18]([N:21]3[CH2:26][CH2:25][S:24](=[O:35])[CH2:23][CH2:22]3)=[CH:19][CH:20]=2)[O:6][C:5]2=[N:7][C:8]([N+:10]([O-:12])=[O:11])=[CH:9][N:4]2[CH2:3]1. Procedure details: (R)-2-Methyl-6-nitro-2-[4-(thiomorpholin-4-yl)phenoxymethyl]-2,3-dihydroimidazo[2,1-b]oxazole prepared in Example 137 (85 mg, 0.23 mmol) was dissolved in methylene chloride (5 ml). To the solution, m-chloroperbenzoic acid (59 mg, 0.24 mmol) was added followed by stirring at room temperature for 20 minutes. The reaction mixture was diluted with methylene chloride. The solution was washed with a sodium thiosulfate solution, a saturated sodium hydrogencarbonate solution and a saturated saline solut... Starting materials: Cc1ccc(S(=O)(=O)NN)cc1, CCO, O=Cc1cccc(C#Cc2ccc(OC(F)F)cc2)c1, O. Yields the product Cc1ccc(S(=O)(=O)NN=Cc2cccc(C#Cc3ccc(OC(F)F)cc3)c2)cc1. As a reaction SMILES: [CH3:21][c:22]1[cH:23][cH:24][c:25]([S:28](=[O:29])(=[O:30])[NH:31][NH2:32])[cH:26][cH:27]1.[CH3:33][CH2:34][OH:35].[F:1][CH:2]([O:3][c:4]1[cH:5][cH:6][c:7]([C:10]#[C:11][c:12]2[cH:13][c:14]([CH:15]=[O:16])[cH:17][cH:18][cH:19]2)[cH:8][cH:9]1)[F:20].[OH2:36]>>[F:1][CH:2]([O:3][c:4]1[cH:5][cH:6][c:7]([C:10]#[C:11][c:12]2[cH:13][c:14]([CH:15]=[N:32][NH:31][S:28]([c:25]3[cH:24][cH:23][c:22]([CH3:21])[cH:27][cH:26]3)(=[O:29])=[O:30])[cH:17][cH:18][cH:19]2)[cH:8][cH:9]1)[F:20]. Starting materials: FC(CN1CCC2=C(CC1)C=C(C(=C2)OC)N)F (3-(2,2-Difluoro-ethyl)-8-methoxy-2,3,4,5-tetrahydro-1H-benzo[d]azepin-7-ylamine), ClC1=NC=C(C(=N1)N[C@H]1[C@H]([C@@H]2C=C[C@H]1C2)C(=O)N)Cl ((1S,2S,3R,4R)-3-(2,5-Dichloro-pyrimidin-4-ylamino)-bicyclo[2.2.1]hept-5-ene-2-carboxylic acid amide). The product is ClC=1C(=NC(=NC1)NC1=CC2=C(CCN(CC2)CC(F)F)C=C1OC)N[C@H]1[C@H]([C@@H]2C=C[C@H]1C2)C(=O)N ((1S,2S,3R,4R)-3-{5-Chloro-2-[3-(2,2-difluoro-ethyl)-8-methoxy-2,3,4,5-tetrahydro-1H-benzo[d]azepin-7-ylamino]-pyrimidin-4-ylamino}-bicyclo[2.2.1]hept-5-ene-2-carboxylic acid amide), solid. The yield is 48.0%. As a reaction SMILES: [F:1][CH:2]([F:18])[CH2:3][N:4]1[CH2:10][CH2:9][C:8]2[CH:11]=[C:12]([NH2:17])[C:13]([O:15][CH3:16])=[CH:14][C:7]=2[CH2:6][CH2:5]1.Cl[C:20]1[N:25]=[C:24]([NH:26][C@@H:27]2[C@@H:32]3[CH2:33][C@@H:29]([CH:30]=[CH:31]3)[C@@H:28]2[C:34]([NH2:36])=[O:35])[C:23]([Cl:37])=[CH:22][N:21]=1>>[Cl:37][C:23]1[C:24]([NH:26][C@@H:27]2[C@@H:32]3[CH2:33][C@@H:29]([CH:30]=[CH:31]3)[C@@H:28]2[C:34]([NH2:36])=[O:35])=[N:25][C:20]([NH:17][C:12]2[C:13]([O:15][CH3:16])=[CH:14][C:7]3[CH2:6][CH2:5][N:4]([CH2:3][CH:2]([F:1])[F:18])[CH2:10][CH2:9][C:8]=3[CH:11]=2)=[N:21][CH:22]=1. Procedure details: The title compound was prepared from 3-(2,2-Difluoro-ethyl)-8-methoxy-2,3,4,5-tetrahydro-1H-benzo[d]azepin-7-ylamine and (1S,2S,3R,4R)-3-(2,5-Dichloro-pyrimidin-4-ylamino)-bicyclo[2.2.1]hept-5-ene-2-carboxylic acid amide in an analogous manner to Example 61e. Product isolated as an off-white solid (0.025 g, 48%). MP: 127-147° C. 1H NMR (400 MHz, CDCl3, δ, ppm): 8.18 (s, 1H), 7.89 (s, 1H), 7.40 (s, 1H), 6.63 (s, 1H), 6.57 (d, 1H, J=8.3 Hz), 6.32-6.29 (m, 2H), 6.07-5.75 (m, 1H), 5.56 (s, 1H), 5.32... The reactants are CN (Methylamine), BrC1=CC2=C(N(CCO2)C=2SC(=C(N2)C)C(=O)O)C=C1 (2-(7-Bromo-2,3-dihydro-4H-1,4-benzoxazin-4-yl)-4-methyl-1,3-thiazole-5-carboxylic acid), O.ON1N=NC2=C1C=CC=C2 (1-hydroxybenzotriazole hydrate), CCN(C(C)C)C(C)C (DIPEA), C(CCl)Cl (EDC). Run in C(Cl)Cl (DCM), C(Cl)Cl (DCM). Run at time 5 minute. The product is BrC1=CC2=C(N(CCO2)C=2SC(=C(N2)C)C(=O)NC)C=C1 (2-(7-Bromo-2,3-dihydro-4H-1,4-benzoxazin-4-yl)-N,4-dimethyl-1,3-thiazole-5-carboxamide). The yield is 543.1%. Reaction SMILES: [Br:1][C:2]1[CH:20]=[CH:19][C:5]2[N:6]([C:10]3[S:11][C:12]([C:16]([OH:18])=O)=[C:13]([CH3:15])[N:14]=3)[CH2:7][CH2:8][O:9][C:4]=2[CH:3]=1.O.O[N:23]1[C:27]2C=CC=CC=2N=N1.CCN(C(C)C)C(C)C.C(Cl)CCl.CN>C(Cl)Cl>[Br:1][C:2]1[CH:20]=[CH:19][C:5]2[N:6]([C:10]3[S:11][C:12]([C:16]([NH:23][CH3:27])=[O:18])=[C:13]([CH3:15])[N:14]=3)[CH2:7][CH2:8][O:9][C:4]=2[CH:3]=1 |f:1.2|. Procedure details: To a stirred solution of Example 28 (0.35 g, 0.99 mmol) in DCM (10 mL) were added 1-hydroxybenzotriazole hydrate (0.015 g, 0.11 mmol), DIPEA (0.175 mL, 1.00 mmol) and EDC (210 mg, 1.08 mmol). The reaction mixture was stirred at r.t. for 5 minutes. Methylamine (0.185 mL, 33% wt. solution in EtOH, 1.97 mmol) was added and stirring was continued at r.t. for 20 h. The reaction mixture was then diluted with DCM (100 mL) and then washed with sat. aqueous NaHCO3 solution (100 mL), then water (100 mL) a...